This data is from the Open Reaction Database (ORD), a public repository of structured organic reaction records. The task is: describe an organic reaction: reactants, conditions, products, and yield Reactants: C(C)(=O)NNC(=O)C=1N(C2=NC=NC(=C2N1)N1CCC(CC1)N1C(NC2=C1C=CC=C2)=O)C (N′-acetyl-9-methyl-6-[4-(2-oxo-2,3-dihydro-1H-benzimidazol-1-yl)piperidin-1-yl]-9H-purine-8-carbohydrazide), C1(=CC=CC=C1)P(C1=CC=CC=C1)C1=CC=CC=C1 (triphenylphosphine), C(C)(C)N(CC)C(C)C (Diisopropylethylamine), C(Cl)(Cl)(Cl)Cl (carbontetrachloride). RXN SMILES: [C:1]([NH:4][NH:5][C:6]([C:8]1[N:9]([CH3:33])[C:10]2[C:15]([N:16]=1)=[C:14]([N:17]1[CH2:22][CH2:21][CH:20]([N:23]3[C:27]4[CH:28]=[CH:29][CH:30]=[CH:31][C:26]=4[NH:25][C:24]3=[O:32])[CH2:19][CH2:18]1)[N:13]=[CH:12][N:11]=2)=[O:7])(=O)[CH3:2].C1(P(C2C=CC=CC=2)C2C=CC=CC=2)C=CC=CC=1.C(N(C(C)C)CC)(C)C.C(Cl)(Cl)(Cl)Cl>C(#N)C>[CH3:33][N:9]1[C:8]([C:6]2[O:7][C:1]([CH3:2])=[N:4][N:5]=2)=[N:16][C:15]2[C:10]1=[N:11][CH:12]=[N:13][C:14]=2[N:17]1[CH2:18][CH2:19][CH:20]([N:23]2[C:27]3[CH:28]=[CH:29][CH:30]=[CH:31][C:26]=3[NH:25][C:24]2=[O:32])[CH2:21][CH2:22]1. Run at time 8 hour. The product is CN1C2=NC=NC(=C2N=C1C=1OC(=NN1)C)N1CCC(CC1)N1C(NC2=C1C=CC=C2)=O (1-{1-[9-Methyl-8-(5-methyl-1,3,4-oxadiazol-2-yl)-9H-purin-6-yl]piperidin-4-yl}-1,3-dihydro-2H-benzimidazol-2-one). Procedure: N′-acetyl-9-methyl-6-[4-(2-oxo-2,3-dihydro-1H-benzimidazol-1-yl)piperidin-1-yl]-9H-purine-8-carbohydrazide (85 mg, 0.19 mmol, 1 equiv) and triphenylphosphine (90 mg, 0.34 mmol, 1.8 equiv) were weighed out into a 2 dram vial and suspended in acetonitrile (1 mL). Diisopropylethylamine (165 mL, 0.95 mmol, 5 equiv) and carbontetrachloride (36 μL, 0.38 mmol, 2 equiv) were added and the reaction stirred at room temperature overnight during which time a precipitate formed. Analysis by LCMS indicated ab... Run in C(C)#N (acetonitrile). Reactants: CC(=O)O[BH-](OC(C)=O)OC(C)=O, CC(C)O, ClCCl, ClCCl, O=C(CNc1noc2ccc(C(F)(F)F)cc12)NC1CNC1, [Na+], O=C1CCC(c2ccc3c(c2)OCO3)CC1. Yields the product O=C(CNc1noc2ccc(C(F)(F)F)cc12)NC1CN(C2CCC(c3ccc4c(c3)OCO4)CC2)C1. Reaction SMILES: [C:39]([O:40][BH-:41]([O:42][C:43](=[O:44])[CH3:45])[O:46][C:47](=[O:48])[CH3:49])(=[O:50])[CH3:51].[CH:56]([OH:57])([CH3:58])[CH3:59].[Cl:53][CH2:54][Cl:55].[Cl:60][CH2:61][Cl:62].[NH:1]1[CH2:2][CH:3]([NH:5][C:6]([CH2:7][NH:8][c:9]2[n:10][o:11][c:12]3[c:13]2[cH:14][c:15]([C:18]([F:19])([F:20])[F:21])[cH:16][cH:17]3)=[O:22])[CH2:4]1.[Na+:52].[O:23]1[CH2:24][O:25][c:26]2[c:27]1[cH:28][cH:29][c:30]([CH:32]1[CH2:33][CH2:34][C:35](=[O:38])[CH2:36][CH2:37]1)[cH:31]2>>[N:1]1([CH:35]2[CH2:34][CH2:33][CH:32]([c:30]3[cH:29][cH:28][c:27]4[c:26]([cH:31]3)[O:25][CH2:24][O:23]4)[CH2:37][CH2:36]2)[CH2:2][CH:3]([NH:5][C:6]([CH2:7][NH:8][c:9]2[n:10][o:11][c:12]3[c:13]2[cH:14][c:15]([C:18]([F:19])([F:20])[F:21])[cH:16][cH:17]3)=[O:22])[CH2:4]1. The reactants are C=CCOc1cc(OCC=C)c(C(=O)c2ccc(S(C)(=O)=O)cc2)c(CC(=O)N(CCO)CCOC)c1CC, CI, CN(C)C=O, [Cl-], [H-], [NH4+], [Na+]. Yields the product C=CCOc1cc(OCC=C)c(C(=O)c2ccc(S(C)(=O)=O)cc2)c(CC(=O)N(CCOC)CCOC)c1CC. As a reaction SMILES: [CH2:1]([CH:2]=[CH2:3])[O:4][c:5]1[c:6]([CH2:38][CH3:39])[c:7]([CH2:27][C:28](=[O:29])[N:30]([CH2:31][CH2:32][O:33][CH3:34])[CH2:35][CH2:36][OH:37])[c:8]([C:15]([c:16]2[cH:17][cH:18][c:19]([S:22](=[O:23])(=[O:24])[CH3:25])[cH:20][cH:21]2)=[O:26])[c:9]([O:11][CH2:12][CH:13]=[CH2:14])[cH:10]1.[CH3:42][I:43].[CH3:46][N:47]([CH3:48])[CH:49]=[O:50].[Cl-:44].[H-:40].[NH4+:45].[Na+:41]>>[CH2:1]([CH:2]=[CH2:3])[O:4][c:5]1[c:6]([CH2:38][CH3:39])[c:7]([CH2:27][C:28](=[O:29])[N:30]([CH2:31][CH2:32][O:33][CH3:34])[CH2:35][CH2:36][O:37][CH3:42])[c:8]([C:15]([c:16]2[cH:17][cH:18][c:19]([S:22](=[O:23])(=[O:24])[CH3:25])[cH:20][cH:21]2)=[O:26])[c:9]([O:11][CH2:12][CH:13]=[CH2:14])[cH:10]1. Starting materials: O1CCOCC1.Cl (hydrochloric acid dioxane), COC(=O)C=1N(C(C2=CC=C(C=C2C1C1=CC=CC=C1)C(N)=O)=O)CC1=CC=C(C=C1)C(=O)OC(C)(C)C (2-(4-tert-butoxycarbonylbenzyl)-6-carbamoyl-1-oxo-4-phenyl-1,2-dihydroisoquinoline-3-carboxylic acid methyl ester). Conditions: time 2 hour. The product is COC(=O)C=1N(C(C2=CC=C(C=C2C1C1=CC=CC=C1)C(N)=O)=O)CC1=CC=C(C=C1)C(=O)O (6-carbamoyl-2-(4-carboxybenzyl)-1-oxo-4-phenyl-1,2-dihydroisoquinoline-3-carboxylic acid methyl ester). Yield: 69.0%. RXN SMILES: O1CCOCC1.Cl.[CH3:8][O:9][C:10]([C:12]1[N:13]([CH2:32][C:33]2[CH:38]=[CH:37][C:36]([C:39]([O:41]C(C)(C)C)=[O:40])=[CH:35][CH:34]=2)[C:14](=[O:31])[C:15]2[C:20]([C:21]=1[C:22]1[CH:27]=[CH:26][CH:25]=[CH:24][CH:23]=1)=[CH:19][C:18]([C:28](=[O:30])[NH2:29])=[CH:17][CH:16]=2)=[O:11]>>[CH3:8][O:9][C:10]([C:12]1[N:13]([CH2:32][C:33]2[CH:34]=[CH:35][C:36]([C:39]([OH:41])=[O:40])=[CH:37][CH:38]=2)[C:14](=[O:31])[C:15]2[C:20]([C:21]=1[C:22]1[CH:23]=[CH:24][CH:25]=[CH:26][CH:27]=1)=[CH:19][C:18]([C:28](=[O:30])[NH2:29])=[CH:17][CH:16]=2)=[O:11] |f:0.1|. Procedure: To a 4N-hydrochloric acid dioxane solution (5 ml) was added 2-(4-tert-butoxycarbonylbenzyl)-6-carbamoyl-1-oxo-4-phenyl-1,2-dihydroisoquinoline-3-carboxylic acid methyl ester (140 mg), and the mixture was stirred at room temperature for 2 hrs. The reaction mixture was concentrated under reduced pressure, and the obtained crystals were washed with methanol to give the title compound (86 mg). The reactants are C(C)(C)(C)OC(COC=1C=NC(=CC1)C1=C(C=CC=C1)F)=O ([6-(2-fluoro-phenyl)-pyridin-3-yloxy]-acetic acid tert-butyl ester), C(=O)(C(F)(F)F)O (TFA). Run at time 1.5 hour. Yields the product FC(C(=O)O)(F)F.FC1=C(C=CC=C1)C1=CC=C(C=N1)OCC(=O)O ([6-(2-Fluoro-phenyl)-pyridin-3-yloxy]-acetic acid trifluoroacetic acid salt). As a reaction SMILES: C([O:5][C:6](=[O:22])[CH2:7][O:8][C:9]1[CH:10]=[N:11][C:12]([C:15]2[CH:20]=[CH:19][CH:18]=[CH:17][C:16]=2[F:21])=[CH:13][CH:14]=1)(C)(C)C.[C:23]([OH:29])([C:25]([F:28])([F:27])[F:26])=[O:24]>>[F:26][C:25]([F:28])([F:27])[C:23]([OH:29])=[O:24].[F:21][C:16]1[CH:17]=[CH:18][CH:19]=[CH:20][C:15]=1[C:12]1[N:11]=[CH:10][C:9]([O:8][CH2:7][C:6]([OH:22])=[O:5])=[CH:14][CH:13]=1 |f:2.3|. Reported procedure: 300 mg (0.99 mmol) of [6-(2-fluoro-phenyl)-pyridin-3-yloxy]-acetic acid tert-butyl ester in 10 ml of 90% aqueous TFA were allowed to stand at room temperature for 1.5 h. The mixture was concentrated and lyophilized. Yield: 286 mg. The reactants are CC=1N(C=CN1)CCN (2-(2-methylimidazol-1-yl)ethylamine), C1(=CC=CC=C1)C=1OC=2C(N1)=C(C=CC2)C(=O)O (2-phenylbenzoxazole-4-carboxylic acid). Yields the product CC=1N(C=CN1)CCNC(=O)C=1C=CC=C2C1N=C(O2)C2=CC=CC=C2 (N-[2-(2-Methylimidazol-1-yl)ethyl]-2-phenylbenzoxazole-4-carboxamide). Isolated yield 35.0%. As a reaction SMILES: [CH3:1][C:2]1[N:3]([CH2:7][CH2:8][NH2:9])[CH:4]=[CH:5][N:6]=1.[C:10]1([C:16]2[O:17][C:18]3[C:19](=[C:21]([C:25](O)=[O:26])[CH:22]=[CH:23][CH:24]=3)[N:20]=2)[CH:15]=[CH:14][CH:13]=[CH:12][CH:11]=1>>[CH3:1][C:2]1[N:3]([CH2:7][CH2:8][NH:9][C:25]([C:21]2[CH:22]=[CH:23][CH:24]=[C:18]3[O:17][C:16]([C:10]4[CH:15]=[CH:14][CH:13]=[CH:12][CH:11]=4)=[N:20][C:19]=23)=[O:26])[CH:4]=[CH:5][N:6]=1. Procedure: N-[2-(2-Methylimidazol-1-yl)ethyl]-2-phenylbenzoxazole-4-carboxamide was prepared from 2-(2-methylimidazol-1-yl)ethylamine and 2-phenylbenzoxazole-4-carboxylic acid using the conditions described in Step C of Example 1. This compound was obtained in 35% yield as a white solid; mp 125-127° C.; 1H NMR 300 MHz, CD3OD) δ 8.11 (dd, J=7.8, 1.0 Hz, 2H), 7.96 (d, J=7.8 Hz, 1H), 7.73 (d, J=8.2 Hz, 1H), 7.63-7.52 (m, 3H), 7.42 (t, J=8.0 Hz, 1H), 7.13 (s, 1H), 6.86 (s, 1H), 4.22 (t, J=5.8 Hz, 2H), 3.87 (t,...